Dataset: the Open Reaction Database (ORD), a public repository of structured organic reaction records. Task: describe an organic reaction: reactants, conditions, products, and yield Reaction conditions: temperature 150 celsius. The product is C(C)OC(C(C=C=C)C)=O (Ethyl-2-Methyl-3,4-Pentadienoate). Procedure: The autoclave is closed and the reaction mass is heated to 150° C. over a period of 50 minutes. The reaction mass is then maintained at a temperature of between 135°-160° C. and at a pressure of 20 up to 60 psig for a period of 3 hours. At the end of this 3-hour period, the autoclave is opened and the reaction mass is cooled to room temperature. 12.6 g of sodium bicarbonate is then added to the reaction mass in order to neutralize the propionic acid. 30 g of Primol® (see note 1) and 0.1 g of Ion... Reactants: C([O-])(O)=O.[Na+] (sodium bicarbonate), C(CC)(=O)O (propionic acid), CC1=CC(=C(C(=C1)C(C)(C)C)O)C(C)(C)C (Ionol). RXN SMILES: C(=O)(O)[O-].[Na+].[C:6](O)(=[O:9])[CH2:7]C.C[C:12]1[CH:17]=[C:16]([C:18](C)(C)C)[C:15]([OH:22])=C(C(C)(C)C)[CH:13]=1>>[CH2:6]([O:9][C:15](=[O:22])[CH:16]([CH3:18])[CH:17]=[C:12]=[CH2:13])[CH3:7] |f:0.1|. Reactants: C, CCO, O=[N+]([O-])c1ccc(Cn2ncnn2)cc1, C1CCOC1, [Pd]. Product: Nc1ccc(Cn2ncnn2)cc1. As a reaction SMILES: [C:19].[CH3:16][CH2:17][OH:18].[N+:1]([O-:2])(=[O:3])[c:4]1[cH:5][cH:6][c:7]([CH2:8][n:9]2[n:10][cH:11][n:12][n:13]2)[cH:14][cH:15]1.[O:21]1[CH2:22][CH2:23][CH2:24][CH2:25]1.[Pd:20]>>[NH2:1][c:4]1[cH:5][cH:6][c:7]([CH2:8][n:9]2[n:10][cH:11][n:12][n:13]2)[cH:14][cH:15]1. Starting materials: Br (HBr), C(C)(=O)OCC (ethyl acetate), [N-]=[N+]=[N-].[Na+] (sodium azide), BrBr (bromine), BrC=1C=C2C(=C(C(=NC2=CC1)OCC)C(C)=O)OC (6-bromo-acetyl-2-ethoxy-4-methoxy quinoline). The solvent is CCOCC (ether), CN(C=O)C (dimethylformamide), C(C)(=O)O (acetic acid), C(C)(=O)O (acetic acid), O (H2O), CCCCCC (hexane). Run at temperature 22 celsius, time 1 hour. Product: N(=[N+]=[N-])CC(=O)C=1C=C2C(=CC(=NC2=CC1)OCC)OC (6-Azidoacetyl-2-ethoxy-4-methoxyquinoline). Reaction SMILES: Br.BrBr.Br[C:5]1[CH:6]=[C:7]2[C:12](=[CH:13][CH:14]=1)[N:11]=[C:10]([O:15][CH2:16][CH3:17])[C:9](C(=O)C)=[C:8]2[O:21][CH3:22].[N-:23]=[N+:24]=[N-:25].[Na+].[C:27](OCC)(=[O:29])[CH3:28]>CCCCCC.O.CN(C)C=O.C(O)(=O)C.CCOCC>[N:23]([CH2:28][C:27]([C:5]1[CH:6]=[C:7]2[C:12](=[CH:13][CH:14]=1)[N:11]=[C:10]([O:15][CH2:16][CH3:17])[CH:9]=[C:8]2[O:21][CH3:22])=[O:29])=[N+:24]=[N-:25] |f:3.4|. Procedure: To a solution of 4.91 gm. (20 mmoles) of B in 270 ml. of acetic acid and 75 ml. of ether, cooled to 10° C., was added gaseous HBr in excess. A solution of 3.4 gm. (21 mmoles) of bromine in 75 ml. acetic acid was added over 75 min. The resulting mixture was stirred for 1 hour at 22° C., evaporated and the residue stirred with 150 ml. of 10% NaHCO3. The aqueous suspension was extracted with 3×200 mls. of CHCl3 and after drying and evaporation of the organic extracts there was obtained 6.57 gm. of ...